Dataset: the Open Reaction Database (ORD), a public repository of structured organic reaction records. Task: describe an organic reaction: reactants, conditions, products, and yield Starting materials: [Ba+2], COC(=O)COc1c(C(=O)N2CCOCC2)sc(Br)c1Br, [OH-], [OH-], O, O, O, O, O, O, O, O. Yields the product O=C(O)COc1c(C(=O)N2CCOCC2)sc(Br)c1Br. RXN SMILES: [Ba+2:31].[CH3:1][O:2][C:3]([CH2:4][O:5][c:6]1[c:7]([C:13](=[O:14])[N:15]2[CH2:16][CH2:17][O:18][CH2:19][CH2:20]2)[s:8][c:9]([Br:12])[c:10]1[Br:11])=[O:21].[OH-:30].[OH-:32].[OH2:22].[OH2:23].[OH2:24].[OH2:25].[OH2:26].[OH2:27].[OH2:28].[OH2:29]>>[O:2]=[C:3]([CH2:4][O:5][c:6]1[c:7]([C:13](=[O:14])[N:15]2[CH2:16][CH2:17][O:18][CH2:19][CH2:20]2)[s:8][c:9]([Br:12])[c:10]1[Br:11])[OH:21]. Starting materials: C1(=CC=CC=C1)C(N1C=NC=C1C(=O)O)C1=NC=CC=C1 (1-[phenyl(2-pyridinyl)methyl]-1H-imidazole-5-carboxylic acid), S(O)(O)(=O)=O (sulfuric acid), C1(CCCCC1)O (cyclohexanol). Run at temperature 100 celsius, time 2 day. Product: C1(=CC=CC=C1)C(N1C=NC=C1C(=O)OC1CCCCC1)C1=NC=CC=C1 (cyclohexyl 1-[phenyl(2-pyridinyl)methyl]-1H-imidazole-5-carboxylate). Yield: 28.8%. Reaction SMILES: [C:1]1([CH:7]([C:16]2[CH:21]=[CH:20][CH:19]=[CH:18][N:17]=2)[N:8]2[C:12]([C:13]([OH:15])=[O:14])=[CH:11][N:10]=[CH:9]2)[CH:6]=[CH:5][CH:4]=[CH:3][CH:2]=1.S(=O)(=O)(O)O.[CH:27]1(O)[CH2:32][CH2:31][CH2:30][CH2:29][CH2:28]1>>[C:1]1([CH:7]([C:16]2[CH:21]=[CH:20][CH:19]=[CH:18][N:17]=2)[N:8]2[C:12]([C:13]([O:15][CH:27]3[CH2:32][CH2:31][CH2:30][CH2:29][CH2:28]3)=[O:14])=[CH:11][N:10]=[CH:9]2)[CH:2]=[CH:3][CH:4]=[CH:5][CH:6]=1. Procedure: A mixture of 7 parts of 1-[phenyl(2-pyridinyl)methyl]-1H-imidazole-5-carboxylic acid, 5.5 parts of concentrated sulfuric acid and 140 parts of cyclohexanol was stirred for 2 days at 100° C. The reaction mixture was evaporated (at an oil pump) and the residue was taken up in dichloromethane. The organic layer was washed with a sodium hydroxide solution, dried, filtered and evaporated. The residue was purified by column chromatography over silica gel using a mixture of trichloromethane and methano... The reactants are CS(=O)(=O)c1ccccc1C=O, FC(F)(F)c1nnc2ccc(N3CCNCC3)nn12. Reaction SMILES: [CH3:20][S:21](=[O:22])(=[O:23])[c:24]1[c:25]([CH:26]=[O:27])[cH:28][cH:29][cH:30][cH:31]1.[N:1]1([c:7]2[cH:8][cH:9][c:10]3[n:11]([n:12]2)[c:13]([C:16]([F:17])([F:18])[F:19])[n:14][n:15]3)[CH2:2][CH2:3][NH:4][CH2:5][CH2:6]1>>[N:1]1([c:7]2[cH:8][cH:9][c:10]3[n:11]([n:12]2)[c:13]([C:16]([F:17])([F:18])[F:19])[n:14][n:15]3)[CH2:2][CH2:3][N:4]([CH2:26][c:25]2[c:24]([S:21]([CH3:20])(=[O:22])=[O:23])[cH:31][cH:30][cH:29][cH:28]2)[CH2:5][CH2:6]1. Product: CS(=O)(=O)c1ccccc1CN1CCN(c2ccc3nnc(C(F)(F)F)n3n2)CC1. The reactants are C1CCOC1, CCCCCC, C[Si](C)(C)[N-][Si](C)(C)C, Nc1ccc(I)cc1F, O=[N+]([O-])c1c(F)cc(F)c(F)c1F, [Li+]. Yields the product O=[N+]([O-])c1c(F)cc(F)c(F)c1Nc1ccc(I)cc1F. Reaction SMILES: [CH2:39]1[O:40][CH2:41][CH2:42][CH2:43]1.[CH3:11][CH2:12][CH2:13][CH2:14][CH2:15][CH3:16].[CH3:2][Si:3]([N-:4][Si:5]([CH3:6])([CH3:7])[CH3:8])([CH3:9])[CH3:10].[F:17][c:18]1[c:19]([NH2:20])[cH:21][cH:22][c:23]([I:25])[cH:24]1.[F:26][c:27]1[c:28]([N+:36](=[O:37])[O-:38])[c:29]([F:35])[cH:30][c:31]([F:34])[c:32]1[F:33].[Li+:1]>>[F:17][c:18]1[c:19]([NH:20][c:27]2[c:28]([N+:36](=[O:37])[O-:38])[c:29]([F:35])[cH:30][c:31]([F:34])[c:32]2[F:33])[cH:21][cH:22][c:23]([I:25])[cH:24]1. Starting materials: CC(C)(C)OC(=O)CCN1CCc2cc(-c3cc4cc(C5CCCC5)ccc4o3)ccc2C1, ClCCl, O=C(O)C(F)(F)F. The product is O=C(O)CCN1CCc2cc(-c3cc4cc(C5CCCC5)ccc4o3)ccc2C1. Reaction SMILES: [CH:1]1([c:6]2[cH:7][cH:8][c:9]3[c:10]([cH:11][c:12](-[c:14]4[cH:15][c:16]5[c:21]([cH:22][cH:23]4)[CH2:20][N:19]([CH2:24][CH2:25][C:26](=[O:27])[O:28][C:29]([CH3:30])([CH3:31])[CH3:32])[CH2:18][CH2:17]5)[o:13]3)[cH:33]2)[CH2:2][CH2:3][CH2:4][CH2:5]1.[Cl:41][CH2:42][Cl:43].[F:34][C:35]([F:36])([F:37])[C:38]([OH:39])=[O:40]>>[CH:1]1([c:6]2[cH:7][cH:8][c:9]3[c:10]([cH:11][c:12](-[c:14]4[cH:15][c:16]5[c:21]([cH:22][cH:23]4)[CH2:20][N:19]([CH2:24][CH2:25][C:26](=[O:27])[OH:28])[CH2:18][CH2:17]5)[o:13]3)[cH:33]2)[CH2:2][CH2:3][CH2:4][CH2:5]1. Starting materials: C=CCc1cccc2c(=O)c(C)c(-c3ccccc3)oc12, CCCCCCCC[N+](C)(CCCCCCCC)CCCCCCCC, CC(=O)O, [Cl-], ClCCl, [K+], O=[Mn](=O)(=O)[O-], [Na+], [Na+], O, O=S(=O)(O)O, O=S([O-])S(=O)(=O)[O-]. Product: Cc1c(-c2ccccc2)oc2c(CC(=O)O)cccc2c1=O. Reaction SMILES: [CH2:7]([CH:8]=[CH2:9])[c:10]1[cH:11][cH:12][cH:13][c:14]2[c:15](=[O:27])[c:16]([CH3:26])[c:17](-[c:20]3[cH:21][cH:22][cH:23][cH:24][cH:25]3)[o:18][c:19]12.[CH3:44][N+:45]([CH2:46][CH2:47][CH2:48][CH2:49][CH2:50][CH2:51][CH2:52][CH3:53])([CH2:54][CH2:55][CH2:56][CH2:57][CH2:58][CH2:59][CH2:60][CH3:61])[CH2:62][CH2:63][CH2:64][CH2:65][CH2:66][CH2:67][CH2:68][CH3:69].[CH3:73][C:74](=[O:75])[OH:76].[Cl-:43].[Cl:70][CH2:71][Cl:72].[K+:6].[Mn:1]([O-:2])(=[O:3])(=[O:4])=[O:5].[Na+:40].[Na+:41].[OH2:42].[S:28]([OH:29])(=[O:30])(=[O:31])[OH:32].[S:33]([S:34]([O-:35])=[O:36])([O-:37])(=[O:38])=[O:39]>>[CH2:7]([C:8]([OH:29])=[O:42])[c:10]1[cH:11][cH:12][cH:13][c:14]2[c:15](=[O:27])[c:16]([CH3:26])[c:17](-[c:20]3[cH:21][cH:22][cH:23][cH:24][cH:25]3)[o:18][c:19]12. The reactants are OCCC1=CC2=C(O1)CCC=1CC(C=CC12)C(=O)OC (methyl 2-(2-hydroxyethyl)-4,5,6,7-tetrahydronaphtho[2,1-b]furan-7-carboxylate), CC(CC1=NOC2=C1C=CC(=C2CCC)O)(C)C (3-(2,2-dimethylpropyl)-7-(n-propyl)-6-hydroxybenz[4,5]isoxazole). The product is CC(CC1=NOC2=C1C=CC(=C2CCC)OCCC2=CC1=C(O2)CCC=2CC(C=CC21)C(=O)O)(C)C (2-(2-(3-(2,2-dimethylpropyl)-7-propylbenz[4,5]isoxazol-6-yloxy)ethyl)-4,5,6,7-tetrahydronaphtho[2,1-b]furan-7-carboxylic Acid). As a reaction SMILES: O[CH2:2][CH2:3][C:4]1[O:8][C:7]2[CH2:9][CH2:10][C:11]3[CH2:12][CH:13]([C:17]([O:19]C)=[O:18])[CH:14]=[CH:15][C:16]=3[C:6]=2[CH:5]=1.[CH3:21][C:22]([CH3:38])([CH3:37])[CH2:23][C:24]1[C:28]2[CH:29]=[CH:30][C:31]([OH:36])=[C:32]([CH2:33][CH2:34][CH3:35])[C:27]=2[O:26][N:25]=1>>[CH3:38][C:22]([CH3:37])([CH3:21])[CH2:23][C:24]1[C:28]2[CH:29]=[CH:30][C:31]([O:36][CH2:2][CH2:3][C:4]3[O:8][C:7]4[CH2:9][CH2:10][C:11]5[CH2:12][CH:13]([C:17]([OH:19])=[O:18])[CH:14]=[CH:15][C:16]=5[C:6]=4[CH:5]=3)=[C:32]([CH2:33][CH2:34][CH3:35])[C:27]=2[O:26][N:25]=1. Reported procedure: Using the procedure from Example 1, steps F and G, the title compound was prepared from methyl 2-(2-hydroxyethyl)-4,5,6,7-tetrahydronaphtho[2,1-b]furan-7-carboxylate and 3-(2,2-dimethylpropyl)-7-(n-propyl)-6-hydroxybenz[4,5]isoxazole as a colorless oil. Starting materials: CCO, CCOC(C)=O, [Cl-], [Fe], O=[N+]([O-])c1ccc2oc(-c3ccccc3)cc2c1, [NH4+], O. The product is Nc1ccc2oc(-c3ccccc3)cc2c1. As a reaction SMILES: [CH2:22]([OH:23])[CH3:24].[CH3:25][CH2:26][O:27][C:28](=[O:29])[CH3:30].[Cl-:19].[Fe:31].[N+:1]([O-:2])(=[O:3])[c:4]1[cH:5][cH:6][c:7]2[c:8]([cH:9][c:10](-[c:12]3[cH:13][cH:14][cH:15][cH:16][cH:17]3)[o:11]2)[cH:18]1.[NH4+:20].[OH2:21]>>[NH2:1][c:4]1[cH:5][cH:6][c:7]2[c:8]([cH:9][c:10](-[c:12]3[cH:13][cH:14][cH:15][cH:16][cH:17]3)[o:11]2)[cH:18]1. Starting materials: N1C(=NC=C1)CC1=CC=C(N)C=C1 (p-(1-imidazolylmethyl)aniline), C(=O)O (formic acid), O (water). Solvent: C1(=CC=CC=C1)C (toluene). Yields the product N1C(=NC=C1)CC1=CC=C(NC=O)C=C1 (p-(1-imidazolylmethyl)-N-formylaniline). Reaction SMILES: [NH:1]1[CH:5]=[CH:4][N:3]=[C:2]1[CH2:6][C:7]1[CH:13]=[CH:12][C:10]([NH2:11])=[CH:9][CH:8]=1.[CH:14](O)=[O:15].O>C1(C)C=CC=CC=1>[NH:1]1[CH:5]=[CH:4][N:3]=[C:2]1[CH2:6][C:7]1[CH:13]=[CH:12][C:10]([NH:11][CH:14]=[O:15])=[CH:9][CH:8]=1. Procedure details: In a 200 ml round-bottom flask is placed a solution of 8.0 g of p-(1-imidazolylmethyl)aniline prepared as described in Reference Example 3, and 30 ml of formic acid in 80 ml of toluene. The flask was fitted with a water separator, and the solution was refluxed for 4 hours. After concentration under reduced pressure, the residual solid was recrystallized from ethanol-diethyl ether to give 6.4 g of p-(1-imidazolylmethyl)-N-formylaniline as colorless prisms. M.P.: 121°-123° C. To a suspension of 0....